Dataset: the Open Reaction Database (ORD), a public repository of structured organic reaction records. Task: describe an organic reaction: reactants, conditions, products, and yield Reactants: C(C)(=O)O[BH-](OC(C)=O)OC(C)=O.[Na+] (Sodium triacetoxyborohydride), C1(=CC=CC=C1)C1=NN(C(=C1)C1=CC=CC=C1)CC1=C(C=C(C=O)C=C1)OC(C)C (4-[(3,5-diphenyl-1H-pyrazol-1-yl)methyl]-3-isopropoxybenzaldehyde), NC1=CC(=C(C=C1)CCC(=O)OCC)F (ethyl 3-(4-amino-2-fluorophenyl)propanoate), C(C)(=O)O (acetic acid). Run in ClCCCl (1,2-dichloroethane), C(C)(=O)OCC (ethyl acetate). Run at time 3 hour. The product is C1(=CC=CC=C1)C1=NN(C(=C1)C1=CC=CC=C1)CC1=C(C=C(CNC2=CC(=C(C=C2)CCC(=O)OCC)F)C=C1)OC(C)C (ethyl 3-[4-({4-[(3,5-diphenyl-1H-pyrazol-1-yl)methyl]-3-isopropoxybenzyl}amino)-2-fluorophenyl]propanoate). Isolated yield 92.5%. As a reaction SMILES: [C:1]1([C:7]2[CH:11]=[C:10]([C:12]3[CH:17]=[CH:16][CH:15]=[CH:14][CH:13]=3)[N:9]([CH2:18][C:19]3[CH:26]=[CH:25][C:22]([CH:23]=O)=[CH:21][C:20]=3[O:27][CH:28]([CH3:30])[CH3:29])[N:8]=2)[CH:6]=[CH:5][CH:4]=[CH:3][CH:2]=1.[NH2:31][C:32]1[CH:37]=[CH:36][C:35]([CH2:38][CH2:39][C:40]([O:42][CH2:43][CH3:44])=[O:41])=[C:34]([F:45])[CH:33]=1.C(O)(=O)C.C(O[BH-](OC(=O)C)OC(=O)C)(=O)C.[Na+]>ClCCCl.C(OCC)(=O)C>[C:1]1([C:7]2[CH:11]=[C:10]([C:12]3[CH:17]=[CH:16][CH:15]=[CH:14][CH:13]=3)[N:9]([CH2:18][C:19]3[CH:26]=[CH:25][C:22]([CH2:23][NH:31][C:32]4[CH:37]=[CH:36][C:35]([CH2:38][CH2:39][C:40]([O:42][CH2:43][CH3:44])=[O:41])=[C:34]([F:45])[CH:33]=4)=[CH:21][C:20]=3[O:27][CH:28]([CH3:30])[CH3:29])[N:8]=2)[CH:2]=[CH:3][CH:4]=[CH:5][CH:6]=1 |f:3.4|. Reported procedure: To a solution of 4-[(3,5-diphenyl-1H-pyrazol-1-yl)methyl]-3-isopropoxybenzaldehyde (0.38 g, 0.95 mmol) and ethyl 3-(4-amino-2-fluorophenyl)propanoate (0.20 g, 0.95 mmol) in 1,2-dichloroethane (7.0 mL) was added acetic acid (0.16 mL, 2.86 mmol) and the mixture was stirred at room temperature for 3 hr. Sodium triacetoxyborohydride (0.61 g, 2.86 mmol) was added, and the mixture was further stirred for 3 hr. The reaction mixture was diluted with ethyl acetate, washed with water and saturated brine, ... The solvent is C(Cl)Cl (CH2Cl2). Isolated yield 67.0%. Reported procedure: The title compound was prepared from (4-chloro-2-{3-[3-(2,6-dimethyl-pyridin-4-yl)-phenyl]-3-oxo-propionylamino}-5-trifluoromethyl-phenyl)-carbamic acid tert-butyl ester (Example M113) (0.32 g, 0.57 mmol) by treatment with TFA in CH2Cl2 according to the general procedure N. Obtained as a light yellow solid (170 mg, 67%). Product: ClC=1C(=CC2=C(NC(CC(=N2)C2=CC(=CC=C2)C2=CC(=NC(=C2)C)C)=O)C1)C(F)(F)F (8-Chloro-4-[3-(2,6-dimethyl-pyridin-4-yl)-phenyl]-7-trifluoromethyl-1,3-dihydro benzo[b][1,4]diazepin-2-one), solid. Reaction SMILES: C(OC(=O)[NH:7][C:8]1[CH:13]=[C:12]([C:14]([F:17])([F:16])[F:15])[C:11]([Cl:18])=[CH:10][C:9]=1[NH:19][C:20](=[O:38])[CH2:21][C:22]([C:24]1[CH:29]=[CH:28][CH:27]=[C:26]([C:30]2[CH:35]=[C:34]([CH3:36])[N:33]=[C:32]([CH3:37])[CH:31]=2)[CH:25]=1)=O)(C)(C)C.C(O)(C(F)(F)F)=O>C(Cl)Cl>[Cl:18][C:11]1[C:12]([C:14]([F:17])([F:15])[F:16])=[CH:13][C:8]2[N:7]=[C:22]([C:24]3[CH:29]=[CH:28][CH:27]=[C:26]([C:30]4[CH:35]=[C:34]([CH3:36])[N:33]=[C:32]([CH3:37])[CH:31]=4)[CH:25]=3)[CH2:21][C:20](=[O:38])[NH:19][C:9]=2[CH:10]=1. The reactants are C(C)(C)(C)OC(NC1=C(C=C(C(=C1)C(F)(F)F)Cl)NC(CC(=O)C1=CC(=CC=C1)C1=CC(=NC(=C1)C)C)=O)=O ((4-chloro-2-{3-[3-(2,6-dimethyl-pyridin-4-yl)-phenyl]-3-oxo-propionylamino}-5-trifluoromethyl-phenyl)-carbamic acid tert-butyl ester), C(=O)(C(F)(F)F)O (TFA). Starting materials: O=Cc1cccnc1Br, O=C([O-])[O-], CNC1CCCCC1NC, CCOC(C)=O, Cc1ccccc1, Cc1n[nH]cc1CN1CCC2(CC1)OCC(F)(F)c1cc(Cl)sc12, [Cu]I, [K+], [K+]. Product: Cc1nn(-c2ncccc2C=O)cc1CN1CCC2(CC1)OCC(F)(F)c1cc(Cl)sc12. As a reaction SMILES: [Br:31][c:32]1[n:33][cH:34][cH:35][cH:36][c:37]1[CH:38]=[O:39].[C:25](=[O:26])([O-:27])[O-:28].[CH3:40][NH:41][CH:42]1[CH2:43][CH2:44][CH2:45][CH2:46][CH:47]1[NH:48][CH3:49].[CH3:50][CH2:51][O:52][C:53](=[O:54])[CH3:55].[CH3:58][c:59]1[cH:60][cH:61][cH:62][cH:63][cH:64]1.[Cl:1][c:2]1[cH:3][c:4]2[c:5]([s:24]1)[C:6]1([O:7][CH2:8][C:9]2([F:10])[F:11])[CH2:12][CH2:13][N:14]([CH2:17][c:18]2[c:19]([CH3:23])[n:20][nH:21][cH:22]2)[CH2:15][CH2:16]1.[Cu:56][I:57].[K+:29].[K+:30]>>[Cl:1][c:2]1[cH:3][c:4]2[c:5]([s:24]1)[C:6]1([O:7][CH2:8][C:9]2([F:10])[F:11])[CH2:12][CH2:13][N:14]([CH2:17][c:18]2[c:19]([CH3:23])[n:20][n:21](-[c:32]3[n:33][cH:34][cH:35][cH:36][c:37]3[CH:38]=[O:39])[cH:22]2)[CH2:15][CH2:16]1. Starting materials: COC=1C=C(C(C(C2=CC=CC=C2)=O)O)C=C(C1)OC (3',5'-dimethoxybenzoin), thioketal, 2-[1-hydroxy-1-(3,5-dimethoxyphenyl)]methyl-2-phenyl-1,3-dithiane, COC1=C(C=CC=C1)C(=O)C(O)C1=CC=CC=C1 (methoxybenzoin), C(C=C)(=O)Cl (acryloyl chloride), substituted benzoin acrylate, C(C=C)(=O)O.COC=1C=C(C(C(C2=CC=CC=C2)=O)O)C=C(C1)OC (3',5'-dimethoxybenzoin acrylate), aldehyde, C1=C(C=CC2=CC=CC=C12)C=O (β-naphthaldehyde), S1SCC=C1 (dithiol), C(CCS)S (1,3-propanedithiol), Cl (HCl), C1(=CC=CC=C1)C1SCCCS1 (2-phenyl-1,3-dithiane), poly(3',5'-dimethoxybenzoinacrylate). Run in C(Cl)(Cl)Cl (chloroform). The product is C1=C(C=CC2=CC=CC=C12)C1SCCCS1 (2-β-naphthyl-1,3-dithiane). Reaction SMILES: CO[C:3]1C=CC=[CH:5][C:4]=1[C:9]([CH:11]([C:13]1[CH:18]=[CH:17][CH:16]=[CH:15][CH:14]=1)O)=O.C1(C2[S:30][CH2:29][CH2:28][CH2:27][S:26]2)C=CC=CC=1.COC1C=C(C=C(OC)C=1)C(O)C(=O)C1C=CC=CC=1.C(O)(=O)C=C.COC1C=C(C=C(OC)C=1)C(O)C(=O)C1C=CC=CC=1.C(Cl)(=O)C=C.C1C2C(=CC=CC=2)C=CC=1C=O.S1C=CCS1.C(S)CCS.Cl>C(Cl)(Cl)Cl>[CH:5]1[C:14]2[C:13](=[CH:18][CH:17]=[CH:16][CH:15]=2)[CH:11]=[CH:9][C:4]=1[CH:3]1[S:30][CH2:29][CH2:28][CH2:27][S:26]1 |f:3.4|. Procedure details: The special characteristic of the polymeric compound of the invention is the methoxybenzoin (3'-; 3',4'-; or 3',5'-) group of the polymer. The compound is photosensitive per se without the presence of other photosensitive groups. The precursors of a polymeric compound, e.g., poly(3',5'-dimethoxybenzoinacrylate), are set forth in Example 1 below. For example, 2-phenyl-1,3-dithiane is prepared as described by Seebach et al., J. Org. Chem. 31, 4303 (1966). This compound is then used to prepare 2-[1...